Dataset: the Open Reaction Database (ORD), a public repository of structured organic reaction records. Task: describe an organic reaction: reactants, conditions, products, and yield Reactants: C(C)OC=1C(=NN(C1)C1=CC=C(C=C1)F)C(=O)O (4-Ethoxy-1-(4-fluorophenyl)pyrazole-3-carboxylic acid), S(=O)(Cl)Cl (thionyl chloride). The product is C(C)OC=1C(=NN(C1)C1=CC=C(C=C1)F)C(=O)Cl (4-ethoxy-1-(4-fluorophenyl)pyrazole-3-carbonyl chloride). Reaction SMILES: [CH2:1]([O:3][C:4]1[C:5]([C:16]([OH:18])=O)=[N:6][N:7]([C:9]2[CH:14]=[CH:13][C:12]([F:15])=[CH:11][CH:10]=2)[CH:8]=1)[CH3:2].S(Cl)([Cl:21])=O>>[CH2:1]([O:3][C:4]1[C:5]([C:16]([Cl:21])=[O:18])=[N:6][N:7]([C:9]2[CH:14]=[CH:13][C:12]([F:15])=[CH:11][CH:10]=2)[CH:8]=1)[CH3:2]. Procedure details: D3 (43 mg, 0.17 mmol, 1.0 eq.) was heated in thionyl chloride (1 mL) for 4 h at 67° C. Solvent was removed in vacuo and the crude material was resolved in dry toluene and evaporated under reduced pressure again to yield D4. The crude material was used in the next step without further purification.